This data is from the Open Reaction Database (ORD), a public repository of structured organic reaction records. The task is: describe an organic reaction: reactants, conditions, products, and yield Starting materials: C1(CC1)[C@H](COC1=C(C=C(C=C1)[N+](=O)[O-])OC)O ((R)-1-cyclopropyl-2-(2-methoxy-4-nitrophenoxy)ethanol). The reagents and catalysts are [Pd] (Pd/C). The solvent is CCO (EtOH). Yields the product NC1=CC(=C(OC[C@H](O)C2CC2)C=C1)OC ((R)-2-(4-amino-2-methoxyphenoxy)-1-cyclopropylethanol). Reaction SMILES: [CH:1]1([C@@H:4]([OH:18])[CH2:5][O:6][C:7]2[CH:12]=[CH:11][C:10]([N+:13]([O-])=O)=[CH:9][C:8]=2[O:16][CH3:17])[CH2:3][CH2:2]1>CCO.[Pd]>[NH2:13][C:10]1[CH:11]=[CH:12][C:7]([O:6][CH2:5][C@@H:4]([CH:1]2[CH2:2][CH2:3]2)[OH:18])=[C:8]([O:16][CH3:17])[CH:9]=1. Reported procedure: To a solution of (R)-1-cyclopropyl-2-(2-methoxy-4-nitrophenoxy)ethanol (20.90 g, 83 mmol) in EtOH (546 ml) was added 5% Pd/C, dry basis, Degussa type 50% water content (3.0 g, 0.705 mmol). The suspension was hydrogenated (1 atm. H2, balloon) at 20° C. for 2.5 h; whereupon, LC/MS analysis revealed the reaction to be complete. After filtration of the reaction mixture through Celite pad and subsequent washing of the cake with EtOH, the filtrate was concentrated under vacuum using a rotary evaporato... The reactants are COC(=O)C1N=C(C2=CC(=CC=C2C1)O)CC1CCCC1 (1-cyclopentylmethyl-7-hydroxy-3,4-dihydro-isoquinoline-3-carboxylic acid methyl ester). The solvent is CO (methanol), [Pd] (Pd/C). Conditions: time 8 hour. The product is COC(=O)C1NC(C2=CC(=CC=C2C1)O)CC1CCCC1 (1-cyclopentylmethyl-7-hydroxy-1,2,3,4-tetrahydro-isoquinoline-3-carboxylic acid methyl ester). Yield: 1382.3%. As a reaction SMILES: [CH3:1][O:2][C:3]([CH:5]1[CH2:14][C:13]2[C:8](=[CH:9][C:10]([OH:15])=[CH:11][CH:12]=2)[C:7]([CH2:16][CH:17]2[CH2:21][CH2:20][CH2:19][CH2:18]2)=[N:6]1)=[O:4]>CO.[Pd]>[CH3:1][O:2][C:3]([CH:5]1[CH2:14][C:13]2[C:8](=[CH:9][C:10]([OH:15])=[CH:11][CH:12]=2)[CH:7]([CH2:16][CH:17]2[CH2:21][CH2:20][CH2:19][CH2:18]2)[NH:6]1)=[O:4]. Procedure details: 400 mg (0.1 mmol) of 1-cyclopentylmethyl-7-hydroxy-3,4-dihydro-isoquinoline-3-carboxylic acid methyl ester (Example 419, Step 2) was dissolved in 20 ml of methanol with a catalytic amount of Pd/C and stirred overnight under H2 atmosphere (60 psi). Filtaration followed by evaporation of the solvent under vacuo gave 0.4 g of 1-cyclopentylmethyl-7-hydroxy-1,2,3,4-tetrahydro-isoquinoline-3-carboxylic acid methyl ester as a thick liquid. Starting materials: CC(C)=O, COC(Cc1noc(-c2nnn(Cc3cc(C(F)(F)F)cc(C(F)(F)F)c3)c2-c2ccccc2)c1C(=O)c1ccccc1Cl)OC, O, Cc1ccc(S(=O)(=O)O)cc1. Yields the product O=CCc1noc(-c2nnn(Cc3cc(C(F)(F)F)cc(C(F)(F)F)c3)c2-c2ccccc2)c1C(=O)c1ccccc1Cl. As a reaction SMILES: [CH3:58][C:59](=[O:60])[CH3:61].[F:1][C:2]([c:3]1[cH:4][c:5]([CH2:6][n:7]2[n:8][n:9][c:10](-[c:18]3[c:19]([C:29](=[O:30])[c:31]4[c:32]([Cl:37])[cH:33][cH:34][cH:35][cH:36]4)[c:20]([CH2:23][CH:24]([O:25][CH3:28])[O:26][CH3:27])[n:21][o:22]3)[c:11]2-[c:12]2[cH:13][cH:14][cH:15][cH:16][cH:17]2)[cH:38][c:39]([C:41]([F:42])([F:43])[F:44])[cH:40]1)([F:45])[F:46].[OH2:62].[c:47]1([CH3:48])[cH:49][cH:50][c:51]([S:52]([OH:53])(=[O:54])=[O:55])[cH:56][cH:57]1>>[F:1][C:2]([c:3]1[cH:4][c:5]([CH2:6][n:7]2[n:8][n:9][c:10](-[c:18]3[c:19]([C:29](=[O:30])[c:31]4[c:32]([Cl:37])[cH:33][cH:34][cH:35][cH:36]4)[c:20]([CH2:23][CH:24]=[O:25])[n:21][o:22]3)[c:11]2-[c:12]2[cH:13][cH:14][cH:15][cH:16][cH:17]2)[cH:38][c:39]([C:41]([F:42])([F:43])[F:44])[cH:40]1)([F:45])[F:46]. The product is S1C(=NC2=C1C=CC=C2)NC2=CC=C(OC=1C(=NC=CN1)C1(CCOCC1)C#N)C=C2 (4-(3-(4-(BENZO[D]THIAZOL-2-YLAMINO)PHENOXY)PYRAZIN-2-YL)TETRAHYDRO-2H-PYRAN-4-CARBONITRILE). Conditions: temperature 60 celsius. The solvent is CS(=O)C (DMSO). The reactants are S1C(=NC2=C1C=CC=C2)NC2=CC=C(C=C2)O (4-(benzo[d]thiazol-2-ylamino)phenol), ClC=1C(=NC=CN1)C1(CCOCC1)C#N (4-(3-chloropyrazin-2-yl)tetrahydro-2H-pyran-4-carbonitrile), C([O-])([O-])=O.[Cs+].[Cs+] (cesium carbonate). Reaction SMILES: [S:1]1[C:5]2[CH:6]=[CH:7][CH:8]=[CH:9][C:4]=2[N:3]=[C:2]1[NH:10][C:11]1[CH:16]=[CH:15][C:14]([OH:17])=[CH:13][CH:12]=1.Cl[C:19]1[C:20]([C:25]2([C:31]#[N:32])[CH2:30][CH2:29][O:28][CH2:27][CH2:26]2)=[N:21][CH:22]=[CH:23][N:24]=1.C(=O)([O-])[O-].[Cs+].[Cs+]>CS(C)=O>[S:1]1[C:5]2[CH:6]=[CH:7][CH:8]=[CH:9][C:4]=2[N:3]=[C:2]1[NH:10][C:11]1[CH:16]=[CH:15][C:14]([O:17][C:19]2[C:20]([C:25]3([C:31]#[N:32])[CH2:26][CH2:27][O:28][CH2:29][CH2:30]3)=[N:21][CH:22]=[CH:23][N:24]=2)=[CH:13][CH:12]=1 |f:2.3.4|. Procedure: To a solution of 4-(benzo[d]thiazol-2-ylamino)phenol (0.097 g, 0.402 mmol) and 4-(3-chloropyrazin-2-yl)tetrahydro-2H-pyran-4-carbonitrile (0.09 g, 0.402 mmol) in DMSO (1 mL) was added cesium carbonate (0.262 g, 0.805 mmol). The resulting mixture was heated to 60° C. overnight. Purification by Biotage (0-100% EtOAc/hexane) provided product. MS (ESI, pos. ion) m/z: 430.0 (M+1). IC50 (uM) +++++. The reactants are C(C)OP(=O)(OCC)OCC (triethylphosphate), C[Si]([O-])(C)C.[K+] (potassium trimethylsilanolate). Run in O1CCCC1 (tetrahydrofuran). Conditions: time 40 hour. The product is C(C)OP(=O)(OCC)[O-].[K+] (Potassium diethylphosphate). Yield: 92.4%. RXN SMILES: [CH2:1]([O:3][P:4]([O:9]CC)([O:6][CH2:7][CH3:8])=[O:5])[CH3:2].C[Si](C)(C)[O-].[K+:17]>O1CCCC1>[CH2:1]([O:3][P:4]([O-:9])([O:6][CH2:7][CH3:8])=[O:5])[CH3:2].[K+:17] |f:1.2,4.5|. Reported procedure: The procedure of Example 1 was followed except that triethylphosphate (3.4 mL, 20 mmol) was added by syringe to a slurry of potassium trimethylsilanolate (2.56 g, 20 mmol) in dry tetrahydrofuran (50 mL), and a 2 h reaction time at room temperature was used, followed by 40 h of heating at reflux. Potassium diethylphosphate (3.55 g, 92% yield) was isolated as a white solid: 1H NMR (D2O, DSS) δ 1.1 (t, J=6.9 Hz, 6H), 3.75 (q, J=6.9 Hz, 4H). Anal. Calcd. for C4H10KO4P: C, 25.00; H, 5.24; K, 20.34. F... The reactants are C(C)(C)(C)C=1C=C(C(=C(C1)NC(=O)C=1N(C2=C(C=CC=C2C1)CN1CCC(CC1)C(=O)O)C)OC)NS(=O)(=O)C (1-[2-(5-tert-butyl-3-methanesulphonylamino-2-methoxy-phenylcarbamoyl)-1-methyl-1H-indol-7-ylmethyl]-piperidine-4-carboxylic acid), CN([C@H]1CNCC1)C ((R)-3-dimethylamino-pyrrolidine). Yields the product C(C)(C)(C)C=1C=C(C(=C(C1)NC(=O)C=1N(C2=C(C=CC=C2C1)CN1CCC(CC1)C(=O)N1C[C@@H](CC1)N(C)C)C)OC)NS(=O)(=O)C ((R)-7-[4-(3-dimethylamino-pyrrolidine-1-carbonyl)-piperidin-1-ylmethyl]-1-methyl-1H-indole-2-carboxylic acid-(5-tert-butyl-3-methanesulphonylamino-2-methoxy-phenyl)-amide). Reaction SMILES: [C:1]([C:5]1[CH:6]=[C:7]([NH:36][S:37]([CH3:40])(=[O:39])=[O:38])[C:8]([O:34][CH3:35])=[C:9]([NH:11][C:12]([C:14]2[N:15]([CH3:33])[C:16]3[C:21]([CH:22]=2)=[CH:20][CH:19]=[CH:18][C:17]=3[CH2:23][N:24]2[CH2:29][CH2:28][CH:27]([C:30](O)=[O:31])[CH2:26][CH2:25]2)=[O:13])[CH:10]=1)([CH3:4])([CH3:3])[CH3:2].[CH3:41][N:42]([CH3:48])[C@@H:43]1[CH2:47][CH2:46][NH:45][CH2:44]1>>[C:1]([C:5]1[CH:6]=[C:7]([NH:36][S:37]([CH3:40])(=[O:38])=[O:39])[C:8]([O:34][CH3:35])=[C:9]([NH:11][C:12]([C:14]2[N:15]([CH3:33])[C:16]3[C:21]([CH:22]=2)=[CH:20][CH:19]=[CH:18][C:17]=3[CH2:23][N:24]2[CH2:25][CH2:26][CH:27]([C:30]([N:45]3[CH2:46][CH2:47][C@@H:43]([N:42]([CH3:48])[CH3:41])[CH2:44]3)=[O:31])[CH2:28][CH2:29]2)=[O:13])[CH:10]=1)([CH3:4])([CH3:3])[CH3:2]. Reported procedure: 1-[2-(5-tert-butyl-3-methanesulphonylamino-2-methoxy-phenylcarbamoyl)-1-methyl-1H-indol-7-ylmethyl]-piperidine-4-carboxylic acid and (R)-3-dimethylamino-pyrrolidine are used as reactants.